From a dataset of the Open Reaction Database (ORD), a public repository of structured organic reaction records. describe an organic reaction: reactants, conditions, products, and yield Procedure details: 12.4 grams (0.1 mole) of benzyl mercaptan were added to a solution of 2.3 grams of sodium in 75 ml of water free ethanol (corresponding to 0.1 mole of sodium ethanolate) and the mixture stirred for 0.5 hour at +10° C. Thereupon there were added 22.72 grams (0.09 mole) of 6-chloro-8-methylthiooctanoic acid ethyl ester (X) and the mixture heated for 20 hours at reflux. To the cooled reaction mixture there were added 11.2 grams (0.17 mole) of potassium hydroxide and stirring was carried out for 20 ... Reactants: C(C1=CC=CC=C1)S (benzyl mercaptan), [Na] (sodium), [OH-].[K+] (potassium hydroxide), Cl (hydrochloric acid), C(C)OC(CCCCC(CCC)Cl)=S (6-chloro-8-methylthiooctanoic acid ethyl ester). Conditions: time 0.5 hour. As a reaction SMILES: [CH2:1]([SH:8])[C:2]1[CH:7]=[CH:6][CH:5]=[CH:4][CH:3]=1.[Na].C([O:12][C:13](=[S:23])[CH2:14][CH2:15][CH2:16][CH2:17][CH:18](Cl)[CH2:19][CH2:20][CH3:21])C.[OH-].[K+].Cl>O>[CH2:1]([S:8][CH:18]([CH2:19][CH2:20][CH3:21])[CH2:17][CH2:16][CH2:15][CH2:14][C:13]([OH:12])=[S:23])[C:2]1[CH:7]=[CH:6][CH:5]=[CH:4][CH:3]=1 |f:3.4,^1:8|. Run in O (water), O (water). The product is C(C1=CC=CC=C1)SC(CCCCC(=S)O)CCC (6-benzylthio-8-methylthiooctanoic acid). Reactants: C(C)(=O)OC1=C(C=C(C=C1OC)C=O)Br (2-bromo-4-formyl-6-methoxyphenyl acetate), C(CC#N)#N (malononitrile), OC1=C2C=CN(C2=CC=C1)C (4-hydroxy-1-methylindole). Run in C(C)O (ethanol). Reaction conditions: time 8 hour. The product is NC=1OC2=C3C(=CC=C2C(C1C#N)C1=CC(=C(C(=C1)OC)OC(C)=O)Br)N(C=C3)C (2-Amino-4-(4-acetoxy-3-bromo-5-methoxyphenyl)-3-cyano-7-methyl-4H-pyrrolo[2,3-h]chromene). Yield: 5.3%. As a reaction SMILES: [C:1]([O:4][C:5]1[C:10]([O:11][CH3:12])=[CH:9][C:8]([CH:13]=O)=[CH:7][C:6]=1[Br:15])(=[O:3])[CH3:2].[C:16](#[N:20])[CH2:17][C:18]#[N:19].[OH:21][C:22]1[CH:30]=[CH:29][CH:28]=[C:27]2[C:23]=1[CH:24]=[CH:25][N:26]2[CH3:31]>C(O)C>[NH2:19][C:18]1[O:21][C:22]2[C:30]([CH:13]([C:8]3[CH:9]=[C:10]([O:11][CH3:12])[C:5]([O:4][C:1](=[O:3])[CH3:2])=[C:6]([Br:15])[CH:7]=3)[C:17]=1[C:16]#[N:20])=[CH:29][CH:28]=[C:27]1[N:26]([CH3:31])[CH:25]=[CH:24][C:23]=21. Procedure details: To a mixture of 2-bromo-4-formyl-6-methoxyphenyl acetate (273 mg, 1 mmol) and malononitrile (66 mg, 1 mmol) in 10 mL of ethanol was added 4-hydroxy-1-methylindole (147 mg, 1 mmol) and the solution was stirred at room temperature overnight. The solvent was removed in vacuo. The crude material was purified by column chromatography (2:1, hexane:ethyl acetate) to yield 25 mg (5.3%) of the title compound 1H NMR (CDCl3): 7.07-7.04 (m, 2H), 6.92 (s, 1H), 6.79-6.77 (m, 2H), 6.57 (s, 1H), 4.81 (s, 1H), 4... Reactants: C(C1=CC=CC=C1)C1=C(C2=C(S1)C=CC=C2)C2=CC=C(C=C2)C2=CC(=C(C(=C2)Br)O)Br (4′-(2-benzyl-benzo[b]thiophen-3-yl)-3,5-dibromo-biphenyl-4-ol), COC([C@@H](CCC1=CC=CC=C1)O)=O ((R)-(−)-2-hydroxy-4-phenylbutyric acid methyl ester). Yields the product C(C1=CC=CC=C1)C1=C(C2=C(S1)C=CC=C2)C2=CC=C(C=C2)C2=CC(=C(C(=C2)Br)O[C@H](C(=O)O)CCC2=CC=CC=C2)Br ((2S)-2-[4′-(2-Benzyl-benzo[b]-thiophen-3-yl)-3,5-dibromo-biphenyl-4-yloxy]-4-phenyl-butyric acid). RXN SMILES: [CH2:1]([C:8]1[S:12][C:11]2[CH:13]=[CH:14][CH:15]=[CH:16][C:10]=2[C:9]=1[C:17]1[CH:22]=[CH:21][C:20]([C:23]2[CH:28]=[C:27]([Br:29])[C:26]([OH:30])=[C:25]([Br:31])[CH:24]=2)=[CH:19][CH:18]=1)[C:2]1[CH:7]=[CH:6][CH:5]=[CH:4][CH:3]=1.C[O:33][C:34](=[O:45])[C@H:35](O)[CH2:36][CH2:37][C:38]1[CH:43]=[CH:42][CH:41]=[CH:40][CH:39]=1>>[CH2:1]([C:8]1[S:12][C:11]2[CH:13]=[CH:14][CH:15]=[CH:16][C:10]=2[C:9]=1[C:17]1[CH:18]=[CH:19][C:20]([C:23]2[CH:28]=[C:27]([Br:29])[C:26]([O:30][C@@H:35]([CH2:36][CH2:37][C:38]3[CH:43]=[CH:42][CH:41]=[CH:40][CH:39]=3)[C:34]([OH:45])=[O:33])=[C:25]([Br:31])[CH:24]=2)=[CH:21][CH:22]=1)[C:2]1[CH:3]=[CH:4][CH:5]=[CH:6][CH:7]=1. Procedure details: The title compound was prepared from 4′-(2-benzyl-benzo[b]thiophen-3-yl)-3,5-dibromo-biphenyl-4-ol, and (R)-(−)-2-hydroxy-4-phenylbutyric acid methyl ester, in substantially the same manner, as described in Example 1, steps g-h, and was obtained as a white solid, mp 85-87° C.; MS m/e 709 (M−H)+; Starting materials: ClS(=O)(=O)C1=CC=C(C(=O)O)C=C1 (4-(chlorosulfonyl)benzoic acid), FC1=CC=C(NC)C=C1 (4-fluoro-N-methylaniline). Yields the product FC1=CC=C(C=C1)N(S(=O)(=O)C1=CC=C(C(=O)O)C=C1)C (4-(N-(4-fluorophenyl)-N-methylsulfamoyl)benzoic acid). As a reaction SMILES: Cl[S:2]([C:5]1[CH:13]=[CH:12][C:8]([C:9]([OH:11])=[O:10])=[CH:7][CH:6]=1)(=[O:4])=[O:3].[F:14][C:15]1[CH:22]=[CH:21][C:18]([NH:19][CH3:20])=[CH:17][CH:16]=1>>[F:14][C:15]1[CH:22]=[CH:21][C:18]([N:19]([CH3:20])[S:2]([C:5]2[CH:13]=[CH:12][C:8]([C:9]([OH:11])=[O:10])=[CH:7][CH:6]=2)(=[O:4])=[O:3])=[CH:17][CH:16]=1. Procedure details: 4-(chlorosulfonyl)benzoic acid (0.5 g, 2.27 mmol) was treated with 4-fluoro-N-methylaniline (851 mg, 6.80 mmol) using method A to give 4-(N-(4-fluorophenyl)-N-methylsulfamoyl)benzoic acid as a white solid. Yield: 534 mg (76%). 1H-NMR: 8.10 (d, J=8.5 Hz, 2H), 7.62 (d, J=8.5 Hz, 2H), 7.23-7.11 (m, 4H), 3.15 (s, 3H). Starting materials: C(C)OC(=O)C1=C(N(C(=C1Br)C1=CC=C(C=C1)F)C1=CC=CC=C1)CBr (4-bromo-2-bromomethyl-5-(4-fluoro-phenyl)-1-phenyl-1H-pyrrole-3-carboxylic acid ethyl ester), C(C)OC(CNC(=O)OC(C)(C)C)=O (tert-butoxycarbonylamino-acetic acid ethyl ester). Yields the product C(C)OC(=O)C1=C(N(C(=C1Br)C1=CC=C(C=C1)F)C1=CC=CC=C1)CN(CC(=O)OCC)C(=O)OC(C)(C)C (4-Bromo-2-[(tert-butoxycarbonyl-ethoxycarbonylmethyl-amino)-methyl]-5-(4-fluoro-phenyl)-1-phenyl-1H-pyrrole-3-carboxylic acid ethyl ester). RXN SMILES: [CH2:1]([O:3][C:4]([C:6]1[C:10]([Br:11])=[C:9]([C:12]2[CH:17]=[CH:16][C:15]([F:18])=[CH:14][CH:13]=2)[N:8]([C:19]2[CH:24]=[CH:23][CH:22]=[CH:21][CH:20]=2)[C:7]=1[CH2:25]Br)=[O:5])[CH3:2].[CH2:27]([O:29][C:30](=[O:40])[CH2:31][NH:32][C:33]([O:35][C:36]([CH3:39])([CH3:38])[CH3:37])=[O:34])[CH3:28]>>[CH2:1]([O:3][C:4]([C:6]1[C:10]([Br:11])=[C:9]([C:12]2[CH:13]=[CH:14][C:15]([F:18])=[CH:16][CH:17]=2)[N:8]([C:19]2[CH:24]=[CH:23][CH:22]=[CH:21][CH:20]=2)[C:7]=1[CH2:25][N:32]([C:33]([O:35][C:36]([CH3:37])([CH3:39])[CH3:38])=[O:34])[CH2:31][C:30]([O:29][CH2:27][CH3:28])=[O:40])=[O:5])[CH3:2]. Procedure details: Prepared in analogy to that of Example 1(c) from 4-bromo-2-bromomethyl-5-(4-fluoro-phenyl)-1-phenyl-1H-pyrrole-3-carboxylic acid ethyl ester and tert-butoxycarbonylamino-acetic acid ethyl ester. The title compound, ESI MS (m/z): 625 (M+Na+). Reported procedure: A solution of diethyl 3-bromo-3(1-trityl-1,2,4-triazol-3-yl)propane phosphonate (1.0 g, prepared as described in Example 29) and sodium iodide (1.30 g) in acetone (15 ml) was allowed to stand for twenty hours at room temperature in the absence of light. It was then filtered through Hyflo Super-Cel, evaporated under reduced pressure and the residue partitioned between ethyl acetate and water. The organic layer was washed with brine, dried over magnesium sulphate and evaporated under reduced press... As a reaction SMILES: [PH:1](=[O:4])([OH:3])[OH:2].[CH2:5]([C:7]([CH2:35][CH3:36])([CH:9](Br)[C:10]1[N:14]=[CH:13][N:12]([C:15]([C:28]2[CH:33]=[CH:32][CH:31]=[CH:30][CH:29]=2)([C:22]2[CH:27]=[CH:26][CH:25]=[CH:24][CH:23]=2)[C:16]2[CH:21]=[CH:20][CH:19]=[CH:18][CH:17]=2)[N:11]=1)[CH3:8])[CH3:6].[I-:37].[Na+]>CC(C)=O>[PH:1](=[O:2])([OH:4])[OH:3].[CH2:5]([C:7]([CH2:35][CH3:36])([CH:9]([I:37])[C:10]1[N:14]=[CH:13][N:12]([C:15]([C:28]2[CH:33]=[CH:32][CH:31]=[CH:30][CH:29]=2)([C:22]2[CH:27]=[CH:26][CH:25]=[CH:24][CH:23]=2)[C:16]2[CH:21]=[CH:20][CH:19]=[CH:18][CH:17]=2)[N:11]=1)[CH3:8])[CH3:6] |f:0.1,2.3,5.6|. Starting materials: P(O)(O)=O.C(C)C(C)(C(C1=NN(C=N1)C(C1=CC=CC=C1)(C1=CC=CC=C1)C1=CC=CC=C1)Br)CC (diethyl 3-bromo-3(1-trityl-1,2,4-triazol-3-yl)propane phosphonate), [I-].[Na+] (sodium iodide). Run in CC(=O)C (acetone). The product is P(O)(O)=O.C(C)C(C)(C(C1=NN(C=N1)C(C1=CC=CC=C1)(C1=CC=CC=C1)C1=CC=CC=C1)I)CC (diethyl 3-iodo-3(1-trityl-1,2,4-triazol-3-yl)propane phosphonate). The yield is 78.5%.